Dataset: the Open Reaction Database (ORD), a public repository of structured organic reaction records. Task: describe an organic reaction: reactants, conditions, products, and yield The reactants are C(C)OC(CP(=O)(OCC)OCC)=O ((Diethoxyphosphoryl)acetic acid ethyl ester), [H-].[Na+] (sodium hydride), COC1=C(C=CC=C1)CC(C)=O (2-methoxyphenyl acetone). The solvent is C1CCOC1 (THF), C1CCOC1 (THF). The product is C(C)OC(C=C(CC1=C(C=CC=C1)OC)C)=O (4-(2-methoxyphenyl)-3-methyl-but-2-enoic acid ethyl ester). RXN SMILES: [H-].[Na+].[CH2:3]([O:5][C:6](=[O:16])[CH2:7]P(OCC)(OCC)=O)[CH3:4].[CH3:17][O:18][C:19]1[CH:24]=[CH:23][CH:22]=[CH:21][C:20]=1[CH2:25][C:26](=O)[CH3:27]>C1COCC1>[CH2:3]([O:5][C:6](=[O:16])[CH:7]=[C:26]([CH3:27])[CH2:25][C:20]1[CH:21]=[CH:22][CH:23]=[CH:24][C:19]=1[O:18][CH3:17])[CH3:4] |f:0.1|. Procedure: In a 3-neck round bottom flask, fitted with an internal thermometer and addition funnel, a mixture of sodium hydride (60% in mineral oil, 4.14 g) in THF (200 mL), under argon, was cooled to 10° C. (Diethoxyphosphoryl)acetic acid ethyl ester (21 mL) was added dropwise (heat and gas evolution), keeping the internal temperature below room temperature. After addition, the reaction mixture was stirred at room temperature for minutes, and then cooled to 0° C. A solution of 2-methoxyphenyl acetone (5 g...